describe an organic reaction: reactants, conditions, products, and yield From a dataset of the Open Reaction Database (ORD), a public repository of structured organic reaction records. Starting materials: O=C([O-])[O-], CN(C)C=O, FC(F)(F)c1cn(CCl)cn1, Cl, N#CC(C#N)CCC(F)(F)F, [K+], [K+], O. Product: N#CC(C#N)(CCC(F)(F)F)Cn1cnc(C(F)(F)F)c1. Reaction SMILES: [C:24](=[O:25])([O-:26])[O-:27].[CH3:31][N:32]([CH3:33])[CH:34]=[O:35].[Cl:2][CH2:3][n:4]1[cH:5][n:6][c:7]([C:9]([F:10])([F:11])[F:12])[cH:8]1.[ClH:1].[F:13][C:14]([CH2:15][CH2:16][CH:17]([C:18]#[N:19])[C:20]#[N:21])([F:22])[F:23].[K+:28].[K+:29].[OH2:30]>>[CH2:3]([n:4]1[cH:5][n:6][c:7]([C:9]([F:10])([F:11])[F:12])[cH:8]1)[C:17]([CH2:16][CH2:15][C:14]([F:13])([F:22])[F:23])([C:18]#[N:19])[C:20]#[N:21]. The reactants are COC(=NC#N)c1ccsc1, CCOCC, CO, NCCc1ccccc1. The product is N#CNC(=NCCc1ccccc1)c1ccsc1. As a reaction SMILES: [C:1](#[N:2])[N:3]=[C:4]([O:5][CH3:6])[c:7]1[cH:8][s:9][cH:10][cH:11]1.[CH3:21][CH2:22][O:23][CH2:24][CH3:25].[CH3:26][OH:27].[NH2:12][CH2:13][CH2:14][c:15]1[cH:16][cH:17][cH:18][cH:19][cH:20]1>>[C:1](#[N:2])[NH:3][C:4]([c:7]1[cH:8][s:9][cH:10][cH:11]1)=[N:12][CH2:13][CH2:14][c:15]1[cH:16][cH:17][cH:18][cH:19][cH:20]1. The reactants are C1CCOC1, Cc1onc(C2CCOCC2)c1CO, COC(=O)c1ccc(O)nc1, CC(C)OC(=O)N=NC(=O)OC(C)C, c1ccc(P(c2ccccc2)c2ccccc2)cc1. Product: COC(=O)c1ccc(OCc2c(C3CCOCC3)noc2C)nc1. As a reaction SMILES: [CH2:59]1[O:60][CH2:61][CH2:62][CH2:63]1.[CH3:12][c:13]1[c:14]([CH2:24][OH:25])[c:15]([CH:18]2[CH2:19][CH2:20][O:21][CH2:22][CH2:23]2)[n:16][o:17]1.[CH3:1][O:2][C:3]([c:4]1[cH:5][n:6][c:7]([OH:10])[cH:8][cH:9]1)=[O:11].[O:45]=[C:46]([O:47][CH:48]([CH3:49])[CH3:50])[N:51]=[N:52][C:53]([O:54][CH:55]([CH3:56])[CH3:57])=[O:58].[c:26]1([P:27]([c:28]2[cH:29][cH:30][cH:31][cH:32][cH:33]2)[c:34]2[cH:35][cH:36][cH:37][cH:38][cH:39]2)[cH:40][cH:41][cH:42][cH:43][cH:44]1>>[CH3:1][O:2][C:3]([c:4]1[cH:5][n:6][c:7]([O:10][CH2:24][c:14]2[c:13]([CH3:12])[o:17][n:16][c:15]2[CH:18]2[CH2:19][CH2:20][O:21][CH2:22][CH2:23]2)[cH:8][cH:9]1)=[O:11]. Reactants: ClCCl, COc1ccc(C(=O)Cl)cc1OC, CCN(C(C)C)C(C)C, NCc1cn(-c2ccccc2)c2cc(Cl)ccc2c1=O. Product: COc1ccc(C(=O)NCc2cn(-c3ccccc3)c3cc(Cl)ccc3c2=O)cc1OC. RXN SMILES: [CH2:43]([Cl:44])[Cl:45].[CH3:21][O:22][c:23]1[cH:24][c:25]([C:26](=[O:27])[Cl:28])[cH:29][cH:30][c:31]1[O:32][CH3:33].[CH:34]([N:35]([CH2:36][CH3:37])[CH:38]([CH3:39])[CH3:40])([CH3:41])[CH3:42].[NH2:1][CH2:2][c:3]1[cH:4][n:5](-[c:15]2[cH:16][cH:17][cH:18][cH:19][cH:20]2)[c:6]2[cH:7][c:8]([Cl:14])[cH:9][cH:10][c:11]2[c:12]1=[O:13]>>[NH:1]([CH2:2][c:3]1[cH:4][n:5](-[c:15]2[cH:16][cH:17][cH:18][cH:19][cH:20]2)[c:6]2[cH:7][c:8]([Cl:14])[cH:9][cH:10][c:11]2[c:12]1=[O:13])[C:26]([c:25]1[cH:24][c:23]([O:22][CH3:21])[c:31]([O:32][CH3:33])[cH:30][cH:29]1)=[O:27]. Yield: 77.0%. Conditions: time 17 hour. Run in C(Cl)(Cl)Cl (chloroform), O (water). The reactants are C(C)(=O)OO.C(C)(=O)O (peracetic acid acetic acid), C(C)(=O)OO (peracetic acid), C(C)N1N=CC(=C1O)C(=O)C=1C(=C2C(C=CSC2=C(C1)C)=O)C (6-(1-ethyl-5-hydroxypyrazol-4-yl)carbonyl-5,8-dimethylthiochrom-2-en-4-one), S(=O)([O-])[O-].[Na+].[Na+] (sodium sulfite). Yields the product C(C)N1N=CC(=C1O)C(=O)C=1C(=C2C(C=CS(C2=C(C1)C)(=O)=O)=O)C (6-(1-Ethyl-5-hydroxypyrazol-4-yl)carbonyl-5,8-dimethylthiochrom-2-en-4-one-1,1-dioxide). Reported procedure: 0.39 Gram (1.2 mmol) of 6-(1-ethyl-5-hydroxypyrazol-4-yl)carbonyl-5,8-dimethylthiochrom-2-en-4-one was dissolved in 4 ml of chloroform, and 0.62 g (2.6 mmol) of a 32 wt % peracetic acid/acetic acid solution was added. The mixture was allowed to react at room temperature for 5 hours, and then allowed to react at 50° C. for 2 hours and further stirred at room temperature for 17 hours. After the reaction, the reaction mixture was diluted with water, and a 1 wt % sodium sulfite aqueous solution was ... Reaction SMILES: [CH2:1]([N:3]1[C:7]([OH:8])=[C:6]([C:9]([C:11]2[C:12]([CH3:23])=[C:13]3[C:18](=[C:19]([CH3:21])[CH:20]=2)S[CH:16]=[CH:15][C:14]3=[O:22])=[O:10])[CH:5]=[N:4]1)[CH3:2].C(OO)(=O)C.C(O)(=O)C.[S:33]([O-:36])([O-])=[O:34].[Na+].[Na+].C(OO)(=O)C>C(Cl)(Cl)Cl.O>[CH2:1]([N:3]1[C:7]([OH:8])=[C:6]([C:9]([C:11]2[C:12]([CH3:23])=[C:13]3[C:18](=[C:19]([CH3:21])[CH:20]=2)[S:33](=[O:36])(=[O:34])[CH:16]=[CH:15][C:14]3=[O:22])=[O:10])[CH:5]=[N:4]1)[CH3:2] |f:1.2,3.4.5|.